This data is from the Open Reaction Database (ORD), a public repository of structured organic reaction records. The task is: describe an organic reaction: reactants, conditions, products, and yield Starting materials: FC1=C(C=CC=C1)C(C#N)CCN(C(C)C)C(C)C (α-(o-fluorophenyl)-α-[2-(diisopropylamino)ethyl]acetonitrile), ClCCN1C(CCCC1C)C (1-(2-chloroethyl)-2,6-dimethylpiperidine). Product: FC1=C(C=CC=C1)C(C#N)(CCN1C(CCCC1C)C)CCN(C(C)C)C(C)C (α-(o-fluorophenyl)-α-[2-(diisopropylamino)ethyl]-α-[2-(2,6-dimethyl-1-piperidinyl)ethyl]acetonitrile). RXN SMILES: [F:1][C:2]1[CH:7]=[CH:6][CH:5]=[CH:4][C:3]=1[CH:8]([CH2:11][CH2:12][N:13]([CH:17]([CH3:19])[CH3:18])[CH:14]([CH3:16])[CH3:15])[C:9]#[N:10].Cl[CH2:21][CH2:22][N:23]1[CH:28]([CH3:29])[CH2:27][CH2:26][CH2:25][CH:24]1[CH3:30]>>[F:1][C:2]1[CH:7]=[CH:6][CH:5]=[CH:4][C:3]=1[C:8]([CH2:11][CH2:12][N:13]([CH:17]([CH3:19])[CH3:18])[CH:14]([CH3:15])[CH3:16])([CH2:21][CH2:22][N:23]1[CH:28]([CH3:29])[CH2:27][CH2:26][CH2:25][CH:24]1[CH3:30])[C:9]#[N:10]. Reported procedure: Substitution of equivalent quantities of α-(o-fluorophenyl)-α-[2-(diisopropylamino)ethyl]acetonitrile and 1-(2-chloroethyl)-2,6-dimethylpiperidine in the procedure of Example 2, Method B, and substantial repetition of the procedure detailed therein, affords α-(o-fluorophenyl)-α-[2-(diisopropylamino)ethyl]-α-[2-(2,6-dimethyl-1-piperidinyl)ethyl]acetonitrile, as an oil boiling at about 170°-175° C. at 0.3 mm. pressure. Reactants: [Cl-].[NH4+] (ammonium chloride), C[C@@H]1[C@H]2[C@@H]3CC[C@H](C(C)=O)[C@]3(CC[C@@H]2[C@]2(C=CC(N[C@@H]2C1)=O)C)C (7β-methyl-5α-4-azapregn-1-ene-3,20-dione), C[Mg]Br (methylmagnesium bromide). The solvent is O1CCCC1 (tetrahydrofuran), CCOCC (ether). The product is C[C@@H]1[C@H]2[C@@H]3CC[C@H](C(C)(O)C)[C@]3(CC[C@@H]2[C@]2(C=CC(N[C@@H]2C1)=O)C)C (7β,20-dimethyl-20-hydroxy-5α-4-azapregn-1-en-3-one). Yield: 76.7%. As a reaction SMILES: [CH3:1][C@H:2]1[CH2:21][C@@H:20]2[C@:15]([CH3:23])([CH:16]=[CH:17][C:18](=[O:22])[NH:19]2)[C@@H:14]2[C@@H:3]1[C@H:4]1[C@:11]([CH3:24])([CH2:12][CH2:13]2)[C@@H:7]([C:8](=[O:10])[CH3:9])[CH2:6][CH2:5]1.[CH3:25][Mg]Br.[Cl-].[NH4+]>O1CCCC1.CCOCC>[CH3:1][C@H:2]1[CH2:21][C@@H:20]2[C@:15]([CH3:23])([CH:16]=[CH:17][C:18](=[O:22])[NH:19]2)[C@@H:14]2[C@@H:3]1[C@H:4]1[C@:11]([CH3:24])([CH2:12][CH2:13]2)[C@@H:7]([C:8]([CH3:25])([OH:10])[CH3:9])[CH2:6][CH2:5]1 |f:2.3|. Procedure details: To a solution of 20 mg (0.06 mmol) 7β-methyl-5α-4-azapregn-1-ene-3,20-dione in 4 ml dry tetrahydrofuran at -40° C. under N2 was added 10 eq methylmagnesium bromide (0.6 mmol) in ether. The reaction was stirred and allowed to warm to RT over 18 hours. Aqueous ammonium chloride (5 ml) was added and the solvents were evaporated. The residue was partitioned between methylene chloride and water. The organic layer was washed with brine, dried over magnesium sulfate, and evaporated. The product was pur... Reactants: CC1(C)Oc2ccc(S(=O)(=O)C(F)(F)F)cc2C(N2Cc3ccccc3C2=O)C1O, C1COCCO1. Product: CC1(C)C=C(N2Cc3ccccc3C2=O)c2cc(S(=O)(=O)C(F)(F)F)ccc2O1. Reaction SMILES: [CH3:1][C:2]1([CH3:30])[O:3][c:4]2[c:5]([cH:19][c:20]([S:23](=[O:24])(=[O:25])[C:26]([F:27])([F:28])[F:29])[cH:21][cH:22]2)[CH:6]([N:9]2[C:10](=[O:18])[c:11]3[cH:12][cH:13][cH:14][cH:15][c:16]3[CH2:17]2)[CH:7]1[OH:8].[O:31]1[CH2:32][CH2:33][O:34][CH2:35][CH2:36]1>>[CH3:1][C:2]1([CH3:30])[O:3][c:4]2[c:5]([cH:19][c:20]([S:23](=[O:24])(=[O:25])[C:26]([F:27])([F:28])[F:29])[cH:21][cH:22]2)[C:6]([N:9]2[C:10](=[O:18])[c:11]3[cH:12][cH:13][cH:14][cH:15][c:16]3[CH2:17]2)=[CH:7]1. The reactants are OC1=C(C(N(C2=CC=CC=C12)C=CC(C)=C)=O)C(=O)OCC (Ethyl 4-hydroxy-1-(isoprenyl)-2-oxo-1,2-dihydroquinoline-3-carboxylate), C(CCCCCCCCCCC)(=O)NN (dodecanoyl hydrazine). The product is C(CCCCCCCCCCC)(=O)NNC(=O)C=1C(N(C2=CC=CC=C2C1O)C=CC(C)=C)=O (N′-Dodecanoyl-4-hydroxy-1-isoprenyl-2-oxo-1,2-dihydroquinoline-3-carbohydrazide). RXN SMILES: [OH:1][C:2]1[C:11]2[C:6](=[CH:7][CH:8]=[CH:9][CH:10]=2)[N:5]([CH:12]=[CH:13][C:14](=[CH2:16])[CH3:15])[C:4](=[O:17])[C:3]=1[C:18]([O:20]CC)=O.[C:23]([NH:36][NH2:37])(=[O:35])[CH2:24][CH2:25][CH2:26][CH2:27][CH2:28][CH2:29][CH2:30][CH2:31][CH2:32][CH2:33][CH3:34]>>[C:23]([NH:36][NH:37][C:18]([C:3]1[C:4](=[O:17])[N:5]([CH:12]=[CH:13][C:14](=[CH2:16])[CH3:15])[C:6]2[C:11]([C:2]=1[OH:1])=[CH:10][CH:9]=[CH:8][CH:7]=2)=[O:20])(=[O:35])[CH2:24][CH2:25][CH2:26][CH2:27][CH2:28][CH2:29][CH2:30][CH2:31][CH2:32][CH2:33][CH3:34]. Procedure: Reagents: Comp 29 (0.66 mmols, 0.2 g); dodecanoyl hydrazine (0.73 mmols, 0.16 g). Yield: 0.125 g (40%), white solid, m.p.=107° C.-108° C. Starting materials: COc1cc(Br)cc(CO)c1O, CCOC(C)=O, [Cl-], ClCBr, [H-], [I-], [NH4+], [Na+], [Na+], CN(C)C=O. Yields the product COc1cc(Br)cc2c1OCOC2. As a reaction SMILES: [Br:1][c:2]1[cH:3][c:4]([CH2:11][OH:12])[c:5]([OH:10])[c:6]([O:8][CH3:9])[cH:7]1.[CH3:27][CH2:28][O:29][C:30](=[O:31])[CH3:32].[Cl-:20].[Cl:15][CH2:16][Br:17].[H-:13].[I-:19].[NH4+:21].[Na+:14].[Na+:18].[O:22]=[CH:23][N:24]([CH3:25])[CH3:26]>>[Br:1][c:2]1[cH:3][c:4]2[c:5]([c:6]([O:8][CH3:9])[cH:7]1)[O:10][CH2:16][O:12][CH2:11]2.